Task: describe an organic reaction: reactants, conditions, products, and yield. Dataset: the Open Reaction Database (ORD), a public repository of structured organic reaction records Starting materials: COC(=O)C1CCC(CNC(=O)n2ccnc2)CC1, CC(C)(C)CC1CNC(c2cccc(Cl)c2F)C1(C#N)c1ccc(Cl)cc1F, ClCCl. Yields the product COC(=O)C1CCC(CNC(=O)N2CC(CC(C)(C)C)C(C#N)(c3ccc(Cl)cc3F)C2c2cccc(Cl)c2F)CC1. RXN SMILES: [CH3:29][O:30][C:31](=[O:32])[CH:33]1[CH2:34][CH2:35][CH:36]([CH2:39][NH:40][C:41](=[O:42])[n:43]2[cH:44][cH:45][n:46][cH:47]2)[CH2:37][CH2:38]1.[Cl:1][c:2]1[c:3]([F:28])[c:4]([CH:8]2[NH:9][CH2:10][CH:11]([CH2:23][C:24]([CH3:25])([CH3:26])[CH3:27])[C:12]2([C:13]#[N:14])[c:15]2[c:16]([F:22])[cH:17][c:18]([Cl:21])[cH:19][cH:20]2)[cH:5][cH:6][cH:7]1.[Cl:48][CH2:49][Cl:50]>>[Cl:1][c:2]1[c:3]([F:28])[c:4]([CH:8]2[N:9]([C:41]([NH:40][CH2:39][CH:36]3[CH2:35][CH2:34][CH:33]([C:31]([O:30][CH3:29])=[O:32])[CH2:38][CH2:37]3)=[O:42])[CH2:10][CH:11]([CH2:23][C:24]([CH3:25])([CH3:26])[CH3:27])[C:12]2([C:13]#[N:14])[c:15]2[c:16]([F:22])[cH:17][c:18]([Cl:21])[cH:19][cH:20]2)[cH:5][cH:6][cH:7]1. Starting materials: CC1=CC=CC(=N1)N1C[C@@H]2CCNC[C@H]12 ((1R,6S)-8-(6-Methylpyridin-2-yl)-3,8-diazabicyclo[4.2.0]octane), ClC1=NC(=CC=C1)C (2-chloro-6-methylpyridine). Yields the product CC1=CC(=NC(=C1)C)N1C[C@@H]2CCNC[C@H]12 ((1R,6S)-8-(4,6-Dimethylpyridin-2-yl)-3,8-diazabicyclo[4.2.0]octane). RXN SMILES: [CH3:1][C:2]1[N:7]=[C:6]([N:8]2[C@@H:15]3[C@@H:10]([CH2:11][CH2:12][NH:13][CH2:14]3)[CH2:9]2)[CH:5]=[CH:4][CH:3]=1.Cl[C:17]1C=CC=C(C)N=1>>[CH3:17][C:4]1[CH:3]=[C:2]([CH3:1])[N:7]=[C:6]([N:8]2[C@@H:15]3[C@@H:10]([CH2:11][CH2:12][NH:13][CH2:14]3)[CH2:9]2)[CH:5]=1. Reported procedure: The title compound was prepared in a manner analogous to Intermediate 40, substituting 2-chloro-4,6-dimethylpyridine for 2-chloro-6-methylpyridine in step A. MS (ESI) mass calcd. for C13H19N3, 217.2; m/z found, 218.1 [M+H]+. The reactants are FC1=C(C=CC(=C1)S(=O)(=O)C)NC1C(N(CCC1)C1CCNCC1)=O (3-(2-Fluoro-4-(methylsulfonyl)phenylamino)-1,4′-bipiperidin-2-one), ClC1=NC=C(C=N1)CC (2-chloro-5-ethylpyrimidine), CCN(C(C)C)C(C)C (DIEA). Solvent: CN(C)C=O (DMF). Run at temperature 100 celsius. Product: C(C)C=1C=NC(=NC1)N1CCC(CC1)N1C(C(CCC1)NC1=C(C=C(C=C1)S(=O)(=O)C)F)=O (1′-(5-ethylpyrimidin-2-yl)-3-(2-fluoro-4-(methylsulfonyl)phenylamino)-1,4′-bipiperidin-2-one). The yield is 51.2%. Reaction SMILES: [F:1][C:2]1[CH:7]=[C:6]([S:8]([CH3:11])(=[O:10])=[O:9])[CH:5]=[CH:4][C:3]=1[NH:12][CH:13]1[CH2:18][CH2:17][CH2:16][N:15]([CH:19]2[CH2:24][CH2:23][NH:22][CH2:21][CH2:20]2)[C:14]1=[O:25].Cl[C:27]1[N:32]=[CH:31][C:30]([CH2:33][CH3:34])=[CH:29][N:28]=1.CCN(C(C)C)C(C)C>CN(C=O)C>[CH2:33]([C:30]1[CH:29]=[N:28][C:27]([N:22]2[CH2:21][CH2:20][CH:19]([N:15]3[CH2:16][CH2:17][CH2:18][CH:13]([NH:12][C:3]4[CH:4]=[CH:5][C:6]([S:8]([CH3:11])(=[O:10])=[O:9])=[CH:7][C:2]=4[F:1])[C:14]3=[O:25])[CH2:24][CH2:23]2)=[N:32][CH:31]=1)[CH3:34]. Reported procedure: 3-(2-Fluoro-4-(methylsulfonyl)phenylamino)-1,4′-bipiperidin-2-one (0.300 g, 0.812 mmol), 2-chloro-5-ethylpyrimidine (0.116 g, 0.812 mmol) and DIEA (0.210 g, 1.62 mmol) were dissolved in DMF (5 mL) and heated at 100° C. overnight. The reaction was concentrated and purified over silica gel (50-100% EtOAc in hexanes) to provide 1′-(5-ethylpyrimidin-2-yl)-3-(2-fluoro-4-(methylsulfonyl)phenylamino)-1,4′-bipiperidin-2-one (0.198 g, 0.416 mmol, 51.3% yield) as white solid. Mass spectrum (apci) m/z=476.... The reactants are Cc1ccc(Br)nc1, CN(C)C=O, N#C[Cu]C#N. Product: Cc1ccc(C#N)nc1. Reaction SMILES: [Br:1][c:2]1[n:3][cH:4][c:5]([CH3:8])[cH:6][cH:7]1.[CH3:14][N:15]([CH3:16])[CH:17]=[O:18].[Cu:9]([C:10]#[N:11])[C:12]#[N:13]>>[c:2]1([C:10]#[N:11])[n:3][cH:4][c:5]([CH3:8])[cH:6][cH:7]1. Starting materials: C(C)OC(C(C)C1=CC=C(C=C1)OC\C=C(/C)\C1=CC=2CC3=CC=CC=C3C2C=C1)=O ((E)-{4-[3-(9H-Fluoren-2-yl)-but-2-enyloxy]-phenyl}-propionic acid ethyl ester), CO (methanol). Run in [OH-].[Na+] (NaOH), Cl (HCl), C(C)(=O)OCC (ethyl acetate). Yields the product C1=C(C=CC=2C3=CC=CC=C3CC12)/C(=C/COC1=CC=C(C=C1)C(C(=O)O)C)/C ((E)-{4-[3-(9H-Fluoren-2-yl)-but-2-enyloxy]-phenyl}-propionic acid). Isolated yield 73.6%. RXN SMILES: C([O:3][C:4](=[O:31])[CH:5]([C:7]1[CH:12]=[CH:11][C:10]([O:13][CH2:14]/[CH:15]=[C:16](/[C:18]2[CH:30]=[CH:29][C:28]3[C:27]4[C:22](=[CH:23][CH:24]=[CH:25][CH:26]=4)[CH2:21][C:20]=3[CH:19]=2)\[CH3:17])=[CH:9][CH:8]=1)[CH3:6])C.CO>[OH-].[Na+].Cl.C(OCC)(=O)C>[CH:19]1[C:20]2[CH2:21][C:22]3[C:27](=[CH:26][CH:25]=[CH:24][CH:23]=3)[C:28]=2[CH:29]=[CH:30][C:18]=1/[C:16](/[CH3:17])=[CH:15]/[CH2:14][O:13][C:10]1[CH:9]=[CH:8][C:7]([CH:5]([CH3:6])[C:4]([OH:31])=[O:3])=[CH:12][CH:11]=1 |f:2.3|. Procedure details: (E)-{4-[3-(9H-Fluoren-2-yl)-but-2-enyloxy]-phenyl}-propionic acid ethyl ester (example 18) (220 mg, 0.53 mmol) was suspended in 1N NaOH (5.5 ml) and methanol (20 ml) and stirred for 24 h at room temperature. The mixture was diluted with 1N HCl (50 ml) and ethyl acetate (50 mL). The aqueous layer was separated and extracted with ethyl acetate (50 ml) The organic layers were combined, washed with brine, dried (MgSO4) and evaporated. The residue was recrystallised from boiling ethanol (20 ml) to gi... Reactants: BrC=1C=CC2=C(C=3N(CCO2)C(=C(N3)C(=O)N)CN(C)CCOC)C1 (10-bromo-3-(((2-methoxyethyl)(methyl)amino)methyl)-5,6-dihydrobenzo[f]imidazo[1,2-d][1,4]oxazepine-2-carboxamide), CC(C)(C#C)O (2-methylbut-3-yn-2-ol), BrC=1C=CC2=C(C=3N(CCO2)C(=C(N3)C(=O)N)CN3CCCC3)C1 (10-bromo-3-(pyrrolidin-1-ylmethyl)-5,6-dihydrobenzo[f]imidazo[1,2-d][1,4]oxazepine-2-carboxamide), COCCNC (2-methoxy-N-methylethanamine). The product is OC(C#CC=1C=CC2=C(C=3N(CCO2)C(=C(N3)C(=O)N)CN(C)CCOC)C1)(C)C (10-(3-hydroxy-3-methylbut-1-yn-1-yl)-3-(((2-methoxyethyl)(methyl)amino)methyl)-5,6-dihydrobenzo[f]imidazo[1,2-d][1,4]oxazepine-2-carboxamide). Yield: 20.0%. As a reaction SMILES: Br[C:2]1[CH:3]=[CH:4][C:5]2[O:11][CH2:10][CH2:9][N:8]3[C:12]([CH2:18][N:19]([CH2:21][CH2:22][O:23][CH3:24])[CH3:20])=[C:13]([C:15]([NH2:17])=[O:16])[N:14]=[C:7]3[C:6]=2[CH:25]=1.BrC1C=CC2OCCN3C(CN4CCCC4)=C(C(N)=O)N=C3C=2C=1.COCCNC.[CH3:56][C:57]([OH:61])([C:59]#[CH:60])[CH3:58]>>[OH:61][C:57]([CH3:58])([CH3:56])[C:59]#[C:60][C:2]1[CH:3]=[CH:4][C:5]2[O:11][CH2:10][CH2:9][N:8]3[C:12]([CH2:18][N:19]([CH2:21][CH2:22][O:23][CH3:24])[CH3:20])=[C:13]([C:15]([NH2:17])=[O:16])[N:14]=[C:7]3[C:6]=2[CH:25]=1. Procedure: Similar to as described in General Procedure G, 10-bromo-3-(((2-methoxyethyl)(methyl)amino)methyl)-5,6-dihydrobenzo[f]imidazo[1,2-d][1,4]oxazepine-2-carboxamide (prepared similarly as described in the synthesis of 10-bromo-3-(pyrrolidin-1-ylmethyl)-5,6-dihydrobenzo[f]imidazo[1,2-d][1,4]oxazepine-2-carboxamide replacing pyrrolidine with 2-methoxy-N-methylethanamine) was reacted with 2-methylbut-3-yn-2-ol to give the titled compound as a colorless solid (20 mg, 20%). Reactants: CC1(C)C(C=C(Cl)Cl)C1C(=O)[O-], CC#N, Fc1ccc(C(F)(F)Cl)c(F)c1F, [K+]. The product is CC1(C)C(C=C(Cl)Cl)C1C(=O)OC(F)(F)c1ccc(F)c(F)c1F. RXN SMILES: [CH3:1][C:2]1([CH3:12])[CH:3]([C:9](=[O:10])[O-:11])[CH:4]1[CH:5]=[C:6]([Cl:7])[Cl:8].[CH3:27][C:28]#[N:29].[F:14][c:15]1[c:16]([F:26])[c:17]([F:25])[c:18]([C:19]([F:20])([F:21])[Cl:22])[cH:23][cH:24]1.[K+:13]>>[CH3:1][C:2]1([CH3:12])[CH:3]([C:9]([O:10][C:19]([c:18]2[c:17]([F:25])[c:16]([F:26])[c:15]([F:14])[cH:24][cH:23]2)([F:20])[F:21])=[O:11])[CH:4]1[CH:5]=[C:6]([Cl:7])[Cl:8]. The reactants are CSC1=NC=CC(=N1)C(CC1=CC(=CC=C1)C(F)(F)F)=O (1-(2-methylthiopyrimidin-4-yl)-1-oxo-2-(3-trifluoromethylphenyl)ethane), [H-].[Na+] (NaH), CC(=O)O (AcOH), ClCC(=O)C1CCN(CC1)C(=O)OCC1=CC=CC=C1 (4-(2-chloroacetyl)-N-carbobenzoxypiperidine). Reaction conditions: time 15 minute. RXN SMILES: [CH3:1][S:2][C:3]1[N:8]=[C:7]([C:9](=[O:21])[CH2:10][C:11]2[CH:16]=[CH:15][CH:14]=[C:13]([C:17]([F:20])([F:19])[F:18])[CH:12]=2)[CH:6]=[CH:5][N:4]=1.[H-].[Na+].Cl[CH2:25][C:26]([CH:28]1[CH2:33][CH2:32][N:31]([C:34]([O:36][CH2:37][C:38]2[CH:43]=[CH:42][CH:41]=[CH:40][CH:39]=2)=[O:35])[CH2:30][CH2:29]1)=[O:27].CC(O)=O>CS(C)=O.C([O-])([O-])=O.[Na+].[Na+]>[CH3:1][S:2][C:3]1[N:8]=[C:7]([C:9](=[O:21])[CH:10]([C:11]2[CH:16]=[CH:15][CH:14]=[C:13]([C:17]([F:19])([F:20])[F:18])[CH:12]=2)[CH2:25][C:26](=[O:27])[CH:28]2[CH2:33][CH2:32][N:31]([C:34]([O:36][CH2:37][C:38]3[CH:39]=[CH:40][CH:41]=[CH:42][CH:43]=3)=[O:35])[CH2:30][CH2:29]2)[CH:6]=[CH:5][N:4]=1 |f:1.2,6.7.8|. The yield is 20.5%. Yields the product CSC1=NC=CC(=N1)C(C(CC(C1CCN(CC1)C(=O)OCC1=CC=CC=C1)=O)C1=CC(=CC=C1)C(F)(F)F)=O (1-(2-methylthiopyrimidin-4-yl)-1-oxo-2-(3-trifluoromethylphenyl)-4-oxo-4-(N-carbobenzoxypiperidin-4-yl)butane). Procedure details: Under Ar, a solution of 25 (4.0 g, 12.8 mmol) in DMSO (30 mL) was treated with 95% NaH (0.35 g, 13.8 mmol). After stirring at room temperature for 15 min, a solution of 5 (3.9 g, 13.2 mmol) in DMSO (20 mL) was added in one portion to the deep red solution. After stirring at room temperature for 18 h, 2N AcOH was added and then poured carefully in saturated Na2CO3. The basic aqueous solution was extracted with EtOAc (3×). The organic extracts were backwashed with H2O, brine, dried, filtered and c... The solvent is CS(=O)C (DMSO), C(=O)([O-])[O-].[Na+].[Na+] (Na2CO3), CS(=O)C (DMSO). Reactants: COC(=O)[O-], CCOCCO, COc1cc2c(Cl)c(C#N)cnc2cc1OCCCl, Nc1cc(O)c(Cl)cc1F, Cl, c1ccncc1. Yields the product COc1cc2c(Nc3cc(O)c(Cl)cc3F)c(C#N)cnc2cc1OCCCl. Reaction SMILES: [C:20](=[O:21])([O-:22])[O:23][CH3:24].[CH3:42][CH2:43][O:44][CH2:45][CH2:46][OH:47].[Cl:1][CH2:2][CH2:3][O:4][c:5]1[c:6]([O:18][CH3:19])[cH:7][c:8]2[c:9]([Cl:17])[c:10]([C:15]#[N:16])[cH:11][n:12][c:13]2[cH:14]1.[Cl:25][c:26]1[cH:27][c:28]([F:34])[c:29]([NH2:30])[cH:31][c:32]1[OH:33].[ClH:35].[n:36]1[cH:37][cH:38][cH:39][cH:40][cH:41]1>>[Cl:1][CH2:2][CH2:3][O:4][c:5]1[c:6]([O:18][CH3:19])[cH:7][c:8]2[c:9]([NH:30][c:29]3[c:28]([F:34])[cH:27][c:26]([Cl:25])[c:32]([OH:33])[cH:31]3)[c:10]([C:15]#[N:16])[cH:11][n:12][c:13]2[cH:14]1. Reactants: O=C([O-])O, CC(=O)C(C)C, COC(C)(C)C, CN(C(=O)C(C)(C)c1cc(C(F)(F)F)cc(C(F)(F)F)c1)c1cnc(Cl)cc1-c1ccccc1Cl, [I-], I, [Na+], [Na+]. Product: CN(C(=O)C(C)(C)c1cc(C(F)(F)F)cc(C(F)(F)F)c1)c1cnc(I)cc1-c1ccccc1Cl. Reaction SMILES: [C:39](=[O:40])([OH:41])[O-:42].[CH3:44][CH:45]([CH3:46])[C:47](=[O:48])[CH3:49].[CH3:50][O:51][C:52]([CH3:53])([CH3:54])[CH3:55].[F:1][C:2]([c:3]1[cH:4][c:5]([C:13]([C:14](=[O:15])[N:16]([CH3:17])[c:18]2[cH:19][n:20][c:21]([Cl:31])[cH:22][c:23]2-[c:24]2[c:25]([Cl:30])[cH:26][cH:27][cH:28][cH:29]2)([CH3:32])[CH3:33])[cH:6][c:7]([C:9]([F:10])([F:11])[F:12])[cH:8]1)([F:34])[F:35].[I-:37].[IH:38].[Na+:36].[Na+:43]>>[F:1][C:2]([c:3]1[cH:4][c:5]([C:13]([C:14](=[O:15])[N:16]([CH3:17])[c:18]2[cH:19][n:20][c:21]([I:37])[cH:22][c:23]2-[c:24]2[c:25]([Cl:30])[cH:26][cH:27][cH:28][cH:29]2)([CH3:32])[CH3:33])[cH:6][c:7]([C:9]([F:10])([F:11])[F:12])[cH:8]1)([F:34])[F:35].